This data is from the Open Reaction Database (ORD), a public repository of structured organic reaction records. The task is: describe an organic reaction: reactants, conditions, products, and yield Reactants: C(C)(C)(C)C1=NOC(=C1)NC(=O)NC1=C(C=CC(=C1)C1=CC2=C(N=C(N=C2)S(=O)C)N(C1=O)C)F (1-(3-t-butylisoxazol-5-yl)-3-(2-fluoro-5-(8-methyl-2-(methylsulfinyl)-7-oxo-7,8-dihydropyrido[2,3-d]pyrimidin-6-yl)phenyl)urea), N[C@@H](C)CO (L-alaninol). The product is C(C)(C)(C)C1=NOC(=C1)NC(=O)NC1=C(C=CC(=C1)C1=CC2=C(N=C(N=C2)N[C@H](CO)C)N(C1=O)C)F ((S)-1-(3-t-butylisoxazol-5-yl)-3-(2-fluoro-5-(2-(1-hydroxypropan-2-ylamino)-8-methyl-7-oxo-7,8-dihydropyrido[2,3-d]pyrimidin-6-yl)phenyl)urea). Yield: 45.4%. Reaction SMILES: [C:1]([C:5]1[CH:9]=[C:8]([NH:10][C:11]([NH:13][C:14]2[CH:19]=[C:18]([C:20]3[C:32](=[O:33])[N:31]([CH3:34])[C:23]4[N:24]=[C:25](S(C)=O)[N:26]=[CH:27][C:22]=4[CH:21]=3)[CH:17]=[CH:16][C:15]=2[F:35])=[O:12])[O:7][N:6]=1)([CH3:4])([CH3:3])[CH3:2].[NH2:36][C@H:37]([CH2:39][OH:40])[CH3:38]>>[C:1]([C:5]1[CH:9]=[C:8]([NH:10][C:11]([NH:13][C:14]2[CH:19]=[C:18]([C:20]3[C:32](=[O:33])[N:31]([CH3:34])[C:23]4[N:24]=[C:25]([NH:36][C@@H:37]([CH3:38])[CH2:39][OH:40])[N:26]=[CH:27][C:22]=4[CH:21]=3)[CH:17]=[CH:16][C:15]=2[F:35])=[O:12])[O:7][N:6]=1)([CH3:4])([CH3:3])[CH3:2]. Procedure details: Using the procedure in Example 57, 1-(3-t-butylisoxazol-5-yl)-3-(2-fluoro-5-(8-methyl-2-(methylsulfinyl)-7-oxo-7,8-dihydropyrido[2,3-d]pyrimidin-6-yl)phenyl)urea from Example 43 (0.150 g, 0.311 mmol, 1.00 eq) and L-alaninol (48.4 μL, 0.622 mmol, 2.00 eq) were combined to afford (S)-1-(3-t-butylisoxazol-5-yl)-3-(2-fluoro-5-(2-(1-hydroxypropan-2-ylamino)-8-methyl-7-oxo-7,8-dihydropyrido[2,3-d]pyrimidin-6-yl)phenyl)urea (72 mg, 46% yield) as an off-white solid. 1H NMR (400 MHz, DMSO-d4): δ 10.34 (s... Starting materials: COC(=O)c1ccc(S(=O)(=O)NC(C)c2cccc(C(=O)c3ccccc3)c2)o1, CC(=O)O, Cl. The product is CC(NS(=O)(=O)c1ccc(C(=O)O)o1)c1cccc(C(=O)c2ccccc2)c1. RXN SMILES: [C:1]([c:2]1[cH:3][cH:4][cH:5][cH:6][cH:7]1)(=[O:8])[c:9]1[cH:10][c:11]([CH:15]([CH3:16])[NH:17][S:18](=[O:19])(=[O:20])[c:21]2[cH:22][cH:23][c:24]([C:26](=[O:27])[O:28][CH3:29])[o:25]2)[cH:12][cH:13][cH:14]1.[C:31]([OH:32])(=[O:33])[CH3:34].[ClH:30]>>[C:1]([c:2]1[cH:3][cH:4][cH:5][cH:6][cH:7]1)(=[O:8])[c:9]1[cH:10][c:11]([CH:15]([CH3:16])[NH:17][S:18](=[O:19])(=[O:20])[c:21]2[cH:22][cH:23][c:24]([C:26](=[O:27])[OH:28])[o:25]2)[cH:12][cH:13][cH:14]1. Starting materials: BrC=1C=C(C(=O)OC(C)(C)C)C=C(C1)C(C(F)(F)F)(C(F)(F)F)O (tert-butyl 3-bromo-5-[2,2,2-trifluoro-1-hydroxy-1-(trifluoromethyl)ethyl]benzoate), CC1=CC=C(C=C1)B(O)O ((4-methylphenyl)boronic acid), Pd[P(Ph3)]4, C(=O)([O-])[O-].[K+].[K+] (K2CO3). Run in C(CC)O.O (n-Propanol water). Reaction conditions: temperature 85 celsius. The product is CC1=CC=C(C=C1)C1=CC(=CC(=C1)C(C(F)(F)F)(C(F)(F)F)O)C(=O)OC(C)(C)C (tert-butyl 4′-methyl-5-[2,2,2-trifluoro-1-hydroxy-1-(trifluoromethyl)ethyl]biphenyl-3-carboxylate). RXN SMILES: Br[C:2]1[CH:3]=[C:4]([CH:12]=[C:13]([C:15]([OH:24])([C:20]([F:23])([F:22])[F:21])[C:16]([F:19])([F:18])[F:17])[CH:14]=1)[C:5]([O:7][C:8]([CH3:11])([CH3:10])[CH3:9])=[O:6].[CH3:25][C:26]1[CH:31]=[CH:30][C:29](B(O)O)=[CH:28][CH:27]=1.C([O-])([O-])=O.[K+].[K+]>C(O)CC.O>[CH3:25][C:26]1[CH:31]=[CH:30][C:29]([C:2]2[CH:14]=[C:13]([C:15]([OH:24])([C:20]([F:21])([F:22])[F:23])[C:16]([F:17])([F:19])[F:18])[CH:12]=[C:4]([C:5]([O:7][C:8]([CH3:9])([CH3:10])[CH3:11])=[O:6])[CH:3]=2)=[CH:28][CH:27]=1 |f:2.3.4,5.6|. Reported procedure: To a mixture of tert-butyl 3-bromo-5-[2,2,2-trifluoro-1-hydroxy-1-(trifluoromethyl)ethyl]benzoate (1.2 g, 2.8 mmol) from Example 2.11 step B, (4-methylphenyl)boronic acid (0.5 g, 3.7 mmol), Pd[P(Ph3)]4 (0.16 g, 0.14 mmol), and K2CO3 (1.2 g, 8.5 mmol) under N2 was added 28 mL of degassed n-Propanol/water (4:1). The reaction was heated to 85° C. overnight. The mixture was cooled to room temperature, filtered over celite and concentrated. The crude material was taken up in EtOAc and sat. NaHCO3. Th... Starting materials: CC(NC(=O)OC(C)(C)C)C(=O)NC1CCN(Cc2ccccc2)C1, CO, [H][H]. Product: CC(NC(=O)OC(C)(C)C)C(=O)NC1CCNC1. RXN SMILES: [CH3:1][C:2]([CH3:3])([CH3:4])[O:5][C:6]([NH:7][CH:8]([C:9]([NH:10][CH:11]1[CH2:12][N:13]([CH2:16][c:17]2[cH:18][cH:19][cH:20][cH:21][cH:22]2)[CH2:14][CH2:15]1)=[O:23])[CH3:24])=[O:25].[CH3:28][OH:29].[H:26][H:27]>>[CH3:1][C:2]([CH3:3])([CH3:4])[O:5][C:6]([NH:7][CH:8]([C:9]([NH:10][CH:11]1[CH2:12][NH:13][CH2:14][CH2:15]1)=[O:23])[CH3:24])=[O:25]. The reactants are CC(=O)Nc1ccc(Br)cc1, CN1CCC(c2c[nH]c3ccc(B(O)O)cc23)CC1, CO, [Na+], [Na+], O=C([O-])[O-], C1CCOC1, c1ccc(P(c2ccccc2)(c2ccccc2)[Pd](P(c2ccccc2)(c2ccccc2)c2ccccc2)(P(c2ccccc2)(c2ccccc2)c2ccccc2)P(c2ccccc2)(c2ccccc2)c2ccccc2)cc1. The product is CC(=O)Nc1ccc(-c2ccc3[nH]cc(C4CCN(C)CC4)c3c2)cc1. RXN SMILES: [Br:20][c:21]1[cH:22][cH:23][c:24]([NH:27][C:28]([CH3:29])=[O:30])[cH:25][cH:26]1.[CH3:1][N:2]1[CH2:3][CH2:4][CH:5]([c:8]2[cH:9][nH:10][c:11]3[cH:12][cH:13][c:14]([B:17]([OH:18])[OH:19])[cH:15][c:16]23)[CH2:6][CH2:7]1.[CH3:37][OH:38].[Na+:31].[Na+:32].[O-:33][C:34](=[O:35])[O-:36].[O:39]1[CH2:40][CH2:41][CH2:42][CH2:43]1.[cH:44]1[cH:45][cH:46][c:47]([P:48]([Pd:49]([P:50]([c:51]2[cH:52][cH:53][cH:54][cH:55][cH:56]2)([c:57]2[cH:58][cH:59][cH:60][cH:61][cH:62]2)[c:63]2[cH:64][cH:65][cH:66][cH:67][cH:68]2)([P:69]([c:70]2[cH:71][cH:72][cH:73][cH:74][cH:75]2)([c:76]2[cH:77][cH:78][cH:79][cH:80][cH:81]2)[c:82]2[cH:83][cH:84][cH:85][cH:86][cH:87]2)[P:88]([c:89]2[cH:90][cH:91][cH:92][cH:93][cH:94]2)([c:95]2[cH:96][cH:97][cH:98][cH:99][cH:100]2)[c:101]2[cH:102][cH:103][cH:104][cH:105][cH:106]2)([c:107]2[cH:108][cH:109][cH:110][cH:111][cH:112]2)[c:113]2[cH:114][cH:115][cH:116][cH:117][cH:118]2)[cH:119][cH:120]1>>[CH3:1][N:2]1[CH2:3][CH2:4][CH:5]([c:8]2[cH:9][nH:10][c:11]3[cH:12][cH:13][c:14](-[c:21]4[cH:22][cH:23][c:24]([NH:27][C:28]([CH3:29])=[O:30])[cH:25][cH:26]4)[cH:15][c:16]23)[CH2:6][CH2:7]1. Reactants: CC#N, O=C1CCC(=O)N1Cl, [NH4+], O=[N+]([O-])[O-], COc1ccc(C=O)c(O)c1. The product is COc1cc(O)c(C=O)cc1Cl. RXN SMILES: [CH3:25][C:26]#[N:27].[Cl:12][N:13]1[C:14](=[O:15])[CH2:16][CH2:17][C:18]1=[O:19].[NH4+:20].[O-:21][N+:22](=[O:23])[O-:24].[OH:1][c:2]1[c:3]([CH:4]=[O:5])[cH:6][cH:7][c:8]([O:10][CH3:11])[cH:9]1>>[OH:1][c:2]1[c:3]([CH:4]=[O:5])[cH:6][c:7]([Cl:12])[c:8]([O:10][CH3:11])[cH:9]1.